describe an organic reaction: reactants, conditions, products, and yield From a dataset of the Open Reaction Database (ORD), a public repository of structured organic reaction records. The reactants are COC(=O)C(C1=CC=C(C=C1)OC)N1C(C(C1)NC(C(=NOC)C1=CC=C(C=C1)OCCC(NC(C(F)(F)F)=O)C(=O)OC)=O)=O (1-(α-Methoxycarbonyl-4-methoxybenzyl)-3-[2-[4-{3-methoxycarbonyl-3-(2,2,2-trifluoroacetamido)propoxy}phenyl]-2-methoxyiminoacetamido]-2-azetidinone), [OH-].[Na+] (Sodium hydroxide). The solvent is CC(=O)C (acetone). Conditions: time 5 minute. Product: C(=O)(O)C(C1=CC=C(C=C1)OC)N1C(C(C1)NC(C(=NOC)C1=CC=C(C=C1)OCCC(C(=O)O)N)=O)=O (1-(α-carboxy-4-methoxybenzyl)-3-[2-{4-(3-amino-3-carboxypropoxy)phenyl}-2-methoxyiminoacetamido]-2-azetidinone). Yield: 13.0%. As a reaction SMILES: C[O:2][C:3]([CH:5]([N:14]1[CH2:17][CH:16]([NH:18][C:19](=[O:45])[C:20]([C:24]2[CH:29]=[CH:28][C:27]([O:30][CH2:31][CH2:32][CH:33]([C:41]([O:43]C)=[O:42])[NH:34]C(=O)C(F)(F)F)=[CH:26][CH:25]=2)=[N:21][O:22][CH3:23])[C:15]1=[O:46])[C:6]1[CH:11]=[CH:10][C:9]([O:12][CH3:13])=[CH:8][CH:7]=1)=[O:4].[OH-].[Na+]>CC(C)=O>[C:3]([CH:5]([N:14]1[CH2:17][CH:16]([NH:18][C:19](=[O:45])[C:20]([C:24]2[CH:29]=[CH:28][C:27]([O:30][CH2:31][CH2:32][CH:33]([NH2:34])[C:41]([OH:43])=[O:42])=[CH:26][CH:25]=2)=[N:21][O:22][CH3:23])[C:15]1=[O:46])[C:6]1[CH:11]=[CH:10][C:9]([O:12][CH3:13])=[CH:8][CH:7]=1)([OH:4])=[O:2] |f:1.2|. Reported procedure: 1-(α-Methoxycarbonyl-4-methoxybenzyl)-3-[2-[4-{3-methoxycarbonyl-3-(2,2,2-trifluoroacetamido)propoxy}phenyl]-2-methoxyiminoacetamido]-2-azetidinone (0.19 g.) was dissolved in acetone (2 ml.). 1 N-Sodium hydroxide aqueous solution (0.9 ml.) was added to the solution at ambient temperature, and the mixture was stirred for 5 minutes. The acetone was distilled off from the reaction mixture, and the remaining solution was adjusted to pH 3 with 10% hydrochloric acid. The separated oil material was iso... Reactants: CN1CCC(=Cc2ccc(N)cc2C(F)(F)F)CC1, CCO. Product: CN1CCC(Cc2ccc(N)cc2C(F)(F)F)CC1. Reaction SMILES: [CH3:1][N:2]1[CH2:3][CH2:4][C:5](=[CH:8][c:9]2[c:10]([C:16]([F:17])([F:18])[F:19])[cH:11][c:12]([NH2:15])[cH:13][cH:14]2)[CH2:6][CH2:7]1.[CH3:20][CH2:21][OH:22]>>[CH3:1][N:2]1[CH2:3][CH2:4][CH:5]([CH2:8][c:9]2[c:10]([C:16]([F:17])([F:18])[F:19])[cH:11][c:12]([NH2:15])[cH:13][cH:14]2)[CH2:6][CH2:7]1. Reactants: BrC1=CC(=C(C=C1Cl)N[C@@H]1[C@H](CCCC1)NC(OC(C)(C)C)=O)C#N (tert-Butyl {(1S,2S)-2-[(4-bromo-5-chloro-2-cyanophenyl)amino]cyclohexyl}carbamate), O1CCOCC1 (1,4-dioxane), CB1OB(OB(O1)C)C (trimethyl boroxine), C([O-])([O-])=O.[K+].[K+] (potassium carbonate). The reagents and catalysts are C=1C=CC(=CC1)[P](C=2C=CC=CC2)(C=3C=CC=CC3)[Pd]([P](C=4C=CC=CC4)(C=5C=CC=CC5)C=6C=CC=CC6)([P](C=7C=CC=CC7)(C=8C=CC=CC8)C=9C=CC=CC9)[P](C=1C=CC=CC1)(C=1C=CC=CC1)C=1C=CC=CC1 (tetrakis(triphenylphosphine)palladium). Run in O (water). Run at temperature 110 celsius, time 1 day. Yields the product ClC=1C(=CC(=C(C1)N[C@@H]1[C@H](CCCC1)NC(OC(C)(C)C)=O)C#N)C (tert-butyl {(1S,2S)-2-[(5-chloro-2-cyano-4-methylphenyl)amino]cyclohexyl}carbamate). RXN SMILES: Br[C:2]1[C:7]([Cl:8])=[CH:6][C:5]([NH:9][C@H:10]2[CH2:15][CH2:14][CH2:13][CH2:12][C@@H:11]2[NH:16][C:17](=[O:23])[O:18][C:19]([CH3:22])([CH3:21])[CH3:20])=[C:4]([C:24]#[N:25])[CH:3]=1.[CH3:26]B1OB(C)OB(C)O1.C(=O)([O-])[O-].[K+].[K+].O1CCOCC1>C1C=CC([P]([Pd]([P](C2C=CC=CC=2)(C2C=CC=CC=2)C2C=CC=CC=2)([P](C2C=CC=CC=2)(C2C=CC=CC=2)C2C=CC=CC=2)[P](C2C=CC=CC=2)(C2C=CC=CC=2)C2C=CC=CC=2)(C2C=CC=CC=2)C2C=CC=CC=2)=CC=1.O>[Cl:8][C:7]1[C:2]([CH3:26])=[CH:3][C:4]([C:24]#[N:25])=[C:5]([NH:9][C@H:10]2[CH2:15][CH2:14][CH2:13][CH2:12][C@@H:11]2[NH:16][C:17](=[O:23])[O:18][C:19]([CH3:22])([CH3:21])[CH3:20])[CH:6]=1 |f:2.3.4,^1:50,52,71,90|. Procedure details: tert-Butyl {(1S,2S)-2-[(4-bromo-5-chloro-2-cyanophenyl)amino]cyclohexyl}carbamate, trimethyl boroxine and potassium carbonate were suspended in a mixed solvent of 1,4-dioxane (16 ml) and water (4 ml), tetrakis(triphenylphosphine)palladium was added thereto, followed by stirring at 110° C. for 1 day. By post-treating the reaction liquid, tert-butyl {(1S,2S)-2-[(5-chloro-2-cyano-4-methylphenyl)amino]cyclohexyl}carbamate was obtained. Reactants: NC1=CC=NC=C1 (4-aminopyridine), C(=O)(O)C1=C2CCC(C2=CC=C1)=O (4-carboxy-1-indanone), Cl.CNC (dimethylamine hydrochloride). The product is N1=CC=C(C=C1)NC(CCC#C)=O (N-pyridin-4-ylpent-4-ynamide). As a reaction SMILES: [NH2:1][C:2]1[CH:7]=[CH:6][N:5]=[CH:4][CH:3]=1.[C:8]([C:11]1C=CC=C2[C:12]=1[CH2:13][CH2:14]C2=O)(O)=[O:9].Cl.CNC>>[N:5]1[CH:6]=[CH:7][C:2]([NH:1][C:8](=[O:9])[CH2:11][CH2:12][C:13]#[CH:14])=[CH:3][CH:4]=1 |f:2.3|. Procedure: The desired product was prepared by substituting 4-pentynoic acid and 4-aminopyridine for 4-carboxy-1-indanone and dimethylamine hydrochloride, respectively, in Example 40. MS (APCI(+)) m/e 175.1 (M+H)+.